This data is from the Open Reaction Database (ORD), a public repository of structured organic reaction records. The task is: describe an organic reaction: reactants, conditions, products, and yield Reactants: C(\C=C\CCCC)OC1=CC=C(C(=O)NC2=C(C=CC=C2)SC2=C(C(=O)N)C=CC=C2)C=C1 ((E)-2-[2-[4-(2-heptenyloxy)benzoylamino]phenylthio]benzamide), FC(C(=O)OC(C(F)(F)F)=O)(F)F (trifluoroacetic anhydride), ice water. Run in N1=CC=CC=C1 (pyridine), O1CCOCC1 (dioxane). The product is C(#N)C1=C(C=CC=C1)SC1=C(C=CC=C1)NC(C1=CC=C(C=C1)OC\C=C\CCCC)=O ((E)-N-[2-(2-Cyanophenylthio)phenyl]-4-(2-heptenyloxy)benzamide). Yield: 99.9%. As a reaction SMILES: [CH2:1]([O:8][C:9]1[CH:33]=[CH:32][C:12]([C:13]([NH:15][C:16]2[CH:21]=[CH:20][CH:19]=[CH:18][C:17]=2[S:22][C:23]2[CH:31]=[CH:30][CH:29]=[CH:28][C:24]=2[C:25]([NH2:27])=O)=[O:14])=[CH:11][CH:10]=1)/[CH:2]=[CH:3]/[CH2:4][CH2:5][CH2:6][CH3:7].FC(F)(F)C(OC(=O)C(F)(F)F)=O>N1C=CC=CC=1.O1CCOCC1>[C:25]([C:24]1[CH:28]=[CH:29][CH:30]=[CH:31][C:23]=1[S:22][C:17]1[CH:18]=[CH:19][CH:20]=[CH:21][C:16]=1[NH:15][C:13](=[O:14])[C:12]1[CH:11]=[CH:10][C:9]([O:8][CH2:1]/[CH:2]=[CH:3]/[CH2:4][CH2:5][CH2:6][CH3:7])=[CH:33][CH:32]=1)#[N:27]. Reported procedure: In a mixture of 5 ml of pyridine and 50 ml of dioxane was suspended 2.5 g of (E)-2-[2-[4-(2-heptenyloxy)benzoylamino]phenylthio]benzamide followed by dropwise addition of 2.2 g of trifluoroacetic anhydride with ice-cooling and stirring.. After completion of dropwise addition, the mixture was stirred at room temperature for an additional 3 hours. Then, ice-water was added and the crystals separated out therefrom were collected by filtration, washed with water and dried to give 2.4 g of the title ... Reactants: C([O-])([O-])=O.[K+].[K+] (potassium carbonate), ClC1=C(C=CC(=C1)Cl)N1C(=NC=2C1=NC(=CC2N)C)C (3-(2,4-dichlorophenyl)-2,5-dimethylimidazolo[5,4-b]pyridin-7-ylamine), C(C)(C)N(C(C)C)CC (N,N-diisopropylethylamine), ClCC(=O)Cl (chloroacetyl chloride). Solvent: ClCCCl (1,2-dichloroethane). Yields the product ClC1=C(C=CC(=C1)Cl)N1C(=NC=2C1=NC(=CC2NC(CCl)=O)C)C (N-[3-(2,4-dichlorophenyl)-2,5-dimethylimidazolo[5,4-b]pyridin-7-yl]-2-chloroacetamide). RXN SMILES: [Cl:1][C:2]1[CH:7]=[C:6]([Cl:8])[CH:5]=[CH:4][C:3]=1[N:9]1[C:13]2=[N:14][C:15]([CH3:19])=[CH:16][C:17]([NH2:18])=[C:12]2[N:11]=[C:10]1[CH3:20].C(N(CC)C(C)C)(C)C.[Cl:30][CH2:31][C:32](Cl)=[O:33].C(=O)([O-])[O-].[K+].[K+]>ClCCCl>[Cl:1][C:2]1[CH:7]=[C:6]([Cl:8])[CH:5]=[CH:4][C:3]=1[N:9]1[C:13]2=[N:14][C:15]([CH3:19])=[CH:16][C:17]([NH:18][C:32](=[O:33])[CH2:31][Cl:30])=[C:12]2[N:11]=[C:10]1[CH3:20] |f:3.4.5|. Reported procedure: Treat a solution of 3-(2,4-dichlorophenyl)-2,5-dimethylimidazolo[5,4-b]pyridin-7-ylamine (0.2 g, 0.65 mmol), and N,N-diisopropylethylamine, (0.12 mL, 0.72 mmol) in 1,2-dichloroethane (10 mL) with chloroacetyl chloride (0.06 mL, 30.72 mmol). Heat the solution to reflux for 2 h, cool to ambient temperature, and pour into an aqueous potassium carbonate solution. Extract the resulting mixture with CH2Cl2 and wash with saturated aq NaCl. Separate the organic layer, dry over Na2SO4, filter, and concen... Reported procedure: This compound was prepared analogous to Example 1(a) by reacting 7,8-dimethoxy-1,3-dihydro-2H-3-benzazepin-2-one with 1-chloro-2-bromo-ethane. Starting materials: COC1=CC2=C(CC(NC=C2)=O)C=C1OC (7,8-dimethoxy-1,3-dihydro-2H-3-benzazepin-2-one), ClCCBr (1-chloro-2-bromo-ethane). RXN SMILES: [CH3:1][O:2][C:3]1[C:14]([O:15][CH3:16])=[CH:13][C:6]2[CH2:7][C:8](=[O:12])[NH:9][CH:10]=[CH:11][C:5]=2[CH:4]=1.[Cl:17][CH2:18][CH2:19]Br>>[CH3:1][O:2][C:3]1[C:14]([O:15][CH3:16])=[CH:13][C:6]2[CH2:7][C:8](=[O:12])[N:9]([CH2:19][CH2:18][Cl:17])[CH:10]=[CH:11][C:5]=2[CH:4]=1. Yields the product COC1=CC2=C(CC(N(C=C2)CCCl)=O)C=C1OC (1-(7,8-Dimethoxy-1,3-dihydro-2H-3-benzazepin-2-on-3-yl)-2-chloro-ethane). Reported procedure: To 500 mL of an aqueous pH 6.0, 50 mM citrate buffer, prepared as described in Example 2c, was added 2-amino-6-ethoxypurine (0.0895 g, 0.5 mmol) and 3'-azido-3'-deoxythymidine (0.668 g, 2.5 mmol). Solution was achieved by heating the mixture at 50° C. with sonication. A sample was removed as a control. A 24 mL solution of trans-N-deoxyribosylase (Example 2b) at an activity of 1400 units/mL was added. The reaction was heated at 50° C. Four days later 0.089 g, 0.5 mmol, of 2-amino-6-ethoxypurine w... RXN SMILES: C([O-])(=O)CC(CC([O-])=O)(C([O-])=O)O.[NH2:14][C:15]1[N:23]=[C:22]2[C:18]([NH:19][CH:20]=[N:21]2)=[C:17]([O:24][CH2:25][CH3:26])[N:16]=1.[N:27]([C@@H:30]1[C@@H:34]([CH2:35][OH:36])[O:33][C@@H:32](N2C=C(C)C(=O)NC2=O)[CH2:31]1)=[N+:28]=[N-:29]>>[NH2:14][C:15]1[N:23]=[C:22]2[C:18]([N:19]=[CH:20][N:21]2[C@@H:32]2[O:33][C@H:34]([CH2:35][OH:36])[C@@H:30]([N:27]=[N+:28]=[N-:29])[CH2:31]2)=[C:17]([O:24][CH2:25][CH3:26])[N:16]=1. Reactants: C(CC(O)(C(=O)[O-])CC(=O)[O-])(=O)[O-] (citrate), NC1=NC(=C2NC=NC2=N1)OCC (2-amino-6-ethoxypurine), N(=[N+]=[N-])[C@H]1C[C@@H](O[C@@H]1CO)N1C(=O)NC(=O)C(C)=C1 (3'-azido-3'-deoxythymidine). Product: NC1=NC(=C2N=CN(C2=N1)[C@H]1C[C@@H]([C@H](O1)CO)N=[N+]=[N-])OCC (2-Amino-9-(3-azido-2,3-dideoxy-β-D-erythro-pentofuranosyl)6-ethoxy-9H-purine). Reaction conditions: temperature 50 celsius. Starting materials: COCOC=1C=C(C=CC1)C(C(=O)OCC)C (Ethyl 2-(3-(methoxymethoxy)phenyl)propanoate), FC(C(=O)O)(F)F (trifluoroacetic acid), C(=O)(O)[O-].[Na+] (NaHCO3). The solvent is O (H2O), C(Cl)Cl (CH2Cl2). Reaction conditions: temperature 0 celsius, time 1 hour. Product: OC=1C=C(C=CC1)C(C(=O)OCC)C (Ethyl 2-(3-hydroxyphenyl)propanoate). Reaction SMILES: COC[O:4][C:5]1[CH:6]=[C:7]([CH:11]([CH3:17])[C:12]([O:14][CH2:15][CH3:16])=[O:13])[CH:8]=[CH:9][CH:10]=1.FC(F)(F)C(O)=O.C([O-])(O)=O.[Na+]>C(Cl)Cl.O>[OH:4][C:5]1[CH:6]=[C:7]([CH:11]([CH3:17])[C:12]([O:14][CH2:15][CH3:16])=[O:13])[CH:8]=[CH:9][CH:10]=1 |f:2.3|. Procedure: A solution of Ethyl 2-(3-(methoxymethoxy)phenyl)propanoate (4.17 g, 17.5 mmol) in CH2Cl2 (80 mL) was added trifluoroacetic acid (40 mL) at 0° C. The reaction mixture was stirred for 1 hrs at 0° C., and basified with NaHCO3 (60 g). The mixture was diluted with H2O (250 mL) slowly and extracted with CH2Cl2. The organic layer was dried over MgSO4, filtered, and concentrated in vacuo. The residue was purified by flash column chromatography on silica gel using EtOAc:hexanes (1:4) as eluant. Reactants: C1COCCO1, [Cu+], CCCC[Sn](CCCC)(CCCC)c1nc(N2CCOCC2)c2nc(CN3CCN(C(C)(C)C(N)=O)CC3)sc2n1, O=S(=O)(c1ccccc1)n1ccc2c(Br)nccc21, O=C([O-])c1cccs1. Yields the product CC(C)(C(N)=O)N1CCN(Cc2nc3c(N4CCOCC4)nc(-c4nccc5c4ccn5S(=O)(=O)c4ccccc4)nc3s2)CC1. As a reaction SMILES: [CH2:61]1[O:62][CH2:63][CH2:64][O:65][CH2:66]1.[Cu+:75].[O:1]1[CH2:2][CH2:3][N:4]([c:7]2[c:8]3[c:9]([n:10][c:11]([Sn:13]([CH2:14][CH2:15][CH2:16][CH3:17])([CH2:18][CH2:19][CH2:20][CH3:21])[CH2:22][CH2:23][CH2:24][CH3:25])[n:12]2)[s:26][c:27]([CH2:29][N:30]2[CH2:31][CH2:32][N:33]([C:36]([C:37](=[O:38])[NH2:39])([CH3:40])[CH3:41])[CH2:34][CH2:35]2)[n:28]3)[CH2:5][CH2:6]1.[c:42]1([S:48](=[O:49])(=[O:50])[n:51]2[cH:52][cH:53][c:54]3[c:55]([Br:60])[n:56][cH:57][cH:58][c:59]23)[cH:43][cH:44][cH:45][cH:46][cH:47]1.[s:67]1[cH:68][cH:69][cH:70][c:71]1[C:72]([O-:73])=[O:74]>>[O:1]1[CH2:2][CH2:3][N:4]([c:7]2[c:8]3[c:9]([n:10][c:11](-[c:55]4[c:54]5[cH:53][cH:52][n:51]([S:48]([c:42]6[cH:43][cH:44][cH:45][cH:46][cH:47]6)(=[O:49])=[O:50])[c:59]5[cH:58][cH:57][n:56]4)[n:12]2)[s:26][c:27]([CH2:29][N:30]2[CH2:31][CH2:32][N:33]([C:36]([C:37](=[O:38])[NH2:39])([CH3:40])[CH3:41])[CH2:34][CH2:35]2)[n:28]3)[CH2:5][CH2:6]1. Reactants: C1(CCC1)N1CCC(CC1)CC1CCNCC1 (1-Cyclobutyl-4-(4-piperidinylmethyl)piperidine), BrC=1C=CC(=NC1)C(=O)OC(C)(C)C (1,1-dimethylethyl 5-bromo-2-pyridinecarboxylate), C=1C=CC(=CC1)P(C=2C=CC=CC2)C3=CC=C4C=CC=CC4=C3C5=C6C=CC=CC6=CC=C5P(C=7C=CC=CC7)C=8C=CC=CC8 (BINAP), C(=O)([O-])[O-].[Cs+].[Cs+] (Cs2CO3). Run in C1(=CC=CC=C1)C (toluene). Reaction conditions: time 5 minute. The product is C1(CCC1)N1CCC(CC1)CC1CCN(CC1)C=1C=CC(=NC1)C(=O)OC(C)(C)C (1,1-Dimethylethyl 5-{4-[(1-cyclobutyl-4-piperidinyl)methyl]-1-piperidinyl}-2-pyridinecarboxylate). Isolated yield 26.3%. RXN SMILES: [CH:1]1([N:5]2[CH2:10][CH2:9][CH:8]([CH2:11][CH:12]3[CH2:17][CH2:16][NH:15][CH2:14][CH2:13]3)[CH2:7][CH2:6]2)[CH2:4][CH2:3][CH2:2]1.Br[C:19]1[CH:20]=[CH:21][C:22]([C:25]([O:27][C:28]([CH3:31])([CH3:30])[CH3:29])=[O:26])=[N:23][CH:24]=1.C1C=CC(P(C2C(C3C(P(C4C=CC=CC=4)C4C=CC=CC=4)=CC=C4C=3C=CC=C4)=C3C(C=CC=C3)=CC=2)C2C=CC=CC=2)=CC=1.C([O-])([O-])=O.[Cs+].[Cs+]>C1(C)C=CC=CC=1>[CH:1]1([N:5]2[CH2:6][CH2:7][CH:8]([CH2:11][CH:12]3[CH2:17][CH2:16][N:15]([C:19]4[CH:20]=[CH:21][C:22]([C:25]([O:27][C:28]([CH3:31])([CH3:30])[CH3:29])=[O:26])=[N:23][CH:24]=4)[CH2:14][CH2:13]3)[CH2:9][CH2:10]2)[CH2:4][CH2:3][CH2:2]1 |f:3.4.5|. Reported procedure: 1-Cyclobutyl-4-(4-piperidinylmethyl)piperidine (may be prepared as described in Description 6) (0.50 g), 1,1-dimethylethyl 5-bromo-2-pyridinecarboxylate (may be prepared as described in Description 12) (0.66 g), BINAP (0.15 g) and Cs2CO3 (1.6 g) were added to toluene (20 ml) under argon and the reaction mixture degassed by sequential freezing in dry ice followed by warming to room temp under vacuum (3×). After stirring for 5 min Pd(OAc)2 (0.05 g) was added and the reaction mixture heated at 80° ... Reactants: C1CCOC1, CCOC(C)=O, [Cl-], [H-], COc1ccc2c(C3CC(N=[N+]=[N-])c4ccccc43)c[nH]c2c1, [Na+], O, Cc1ccc(S(=O)(=O)O)cc1. Yields the product COc1ccc2c(C3CC(N=[N+]=[N-])c4ccccc43)cn(S(=O)(=O)c3ccc(C)cc3)c2c1. As a reaction SMILES: [CH2:39]1[O:40][CH2:41][CH2:42][CH2:43]1.[CH3:44][CH2:45][O:46][C:47](=[O:48])[CH3:49].[Cl-:26].[H-:1].[N:3](=[N+:4]=[N-:5])[CH:6]1[CH2:7][CH:8]([c:15]2[cH:16][nH:17][c:18]3[cH:19][c:20]([O:24][CH3:25])[cH:21][cH:22][c:23]23)[c:9]2[cH:10][cH:11][cH:12][cH:13][c:14]21.[Na+:2].[OH2:38].[c:27]1([CH3:37])[cH:28][cH:29][c:30]([S:33](=[O:34])(=[O:35])[OH:36])[cH:31][cH:32]1>>[N:3](=[N+:4]=[N-:5])[CH:6]1[CH2:7][CH:8]([c:15]2[cH:16][n:17]([S:33]([c:30]3[cH:29][cH:28][c:27]([CH3:37])[cH:32][cH:31]3)(=[O:34])=[O:35])[c:18]3[cH:19][c:20]([O:24][CH3:25])[cH:21][cH:22][c:23]23)[c:9]2[cH:10][cH:11][cH:12][cH:13][c:14]21. The reactants are O=C(OCc1ccccc1)N1CC(CO)C1, [K+], [K+], O=[N+]([O-])c1cc(O)cc(C(F)(F)F)c1, O=C([O-])[O-], CN(C)C=O. The product is O=C(OCc1ccccc1)N1CC(COc2cc([N+](=O)[O-])cc(C(F)(F)F)c2)C1. Reaction SMILES: [CH2:21]([c:22]1[cH:23][cH:24][cH:25][cH:26][cH:27]1)[O:28][C:29](=[O:30])[N:31]1[CH2:32][CH:33]([CH2:35][OH:36])[CH2:34]1.[K+:15].[K+:16].[N+:1](=[O:2])([O-:3])[c:4]1[cH:5][c:6]([OH:14])[cH:7][c:8]([C:10]([F:11])([F:12])[F:13])[cH:9]1.[O-:17][C:18]([O-:19])=[O:20].[O:37]=[CH:38][N:39]([CH3:40])[CH3:41]>>[N+:1](=[O:2])([O-:3])[c:4]1[cH:5][c:6]([O:14][CH2:35][CH:33]2[CH2:32][N:31]([C:29]([O:28][CH2:21][c:22]3[cH:23][cH:24][cH:25][cH:26][cH:27]3)=[O:30])[CH2:34]2)[cH:7][c:8]([C:10]([F:11])([F:12])[F:13])[cH:9]1.